This data is from the Open Reaction Database (ORD), a public repository of structured organic reaction records. The task is: describe an organic reaction: reactants, conditions, products, and yield RXN SMILES: [N+:1]([C:4]1[CH:11]=[C:10]([Cl:12])[CH:9]=[CH:8][C:5]=1[CH2:6]O)([O-:3])=[O:2].C(Cl)(Cl)Cl.P(Br)(Br)[Br:18]>O>[N+:1]([C:4]1[CH:11]=[C:10]([Cl:12])[CH:9]=[CH:8][C:5]=1[CH2:6][Br:18])([O-:3])=[O:2]. Run in O (water). Procedure: To a solution of 16.5 g. of 2-nitro-4-chlorobenzyl alcohol in 200 ml. of chloroform was added dropwise 13 g. of phosphorus tribromide, and the mixture was heated to reflux for 1 hour on a water bath. The reaction mixture was then poured into water, and the chloroform layer was separated and washed with water. After the solvent was removed, the residue was extracted with ligroin while warming and allowed to stand to form colorless acicular crystals of 2-nitro-4-chlorobenzyl bromide (80% yield) me... Yield: 80.0%. Product: [N+](=O)([O-])C1=C(CBr)C=CC(=C1)Cl (2-nitro-4-chlorobenzyl bromide). Reactants: [N+](=O)([O-])C1=C(CO)C=CC(=C1)Cl (2-nitro-4-chlorobenzyl alcohol), C(Cl)(Cl)Cl (chloroform), P(Br)(Br)Br (phosphorus tribromide). Starting materials: CCOC(=O)CC(Sc1ccc2c(c1)OCC(=O)N2CCCN(C(=O)OCc1ccccc1)c1cccc[n+]1[O-])c1ccccc1, [Cl-], [Cl-], [Cl-], [Cl-], [Cl-], C1CCOC1, O, O, [Ti+4]. Reaction SMILES: [CH2:4]([c:5]1[cH:6][cH:7][cH:8][cH:9][cH:10]1)[O:11][C:12](=[O:13])[N:14]([c:15]1[n+:16]([O-:21])[cH:17][cH:18][cH:19][cH:20]1)[CH2:22][CH2:23][CH2:24][N:25]1[C:26](=[O:49])[CH2:27][O:28][c:29]2[c:30]1[cH:31][cH:32][c:33]([S:35][CH:36]([CH2:37][C:38](=[O:39])[O:40][CH2:41][CH3:42])[c:43]1[cH:44][cH:45][cH:46][cH:47][cH:48]1)[cH:34]2.[Cl-:3].[Cl-:55].[Cl-:57].[Cl-:58].[Cl-:59].[O:50]1[CH2:51][CH2:52][CH2:53][CH2:54]1.[OH2:1].[OH2:2].[Ti+4:56]>>[CH2:4]([c:5]1[cH:6][cH:7][cH:8][cH:9][cH:10]1)[O:11][C:12](=[O:13])[N:14]([c:15]1[n:16][cH:17][cH:18][cH:19][cH:20]1)[CH2:22][CH2:23][CH2:24][N:25]1[C:26](=[O:49])[CH2:27][O:28][c:29]2[c:30]1[cH:31][cH:32][c:33]([S:35][CH:36]([CH2:37][C:38](=[O:39])[O:40][CH2:41][CH3:42])[c:43]1[cH:44][cH:45][cH:46][cH:47][cH:48]1)[cH:34]2. The product is CCOC(=O)CC(Sc1ccc2c(c1)OCC(=O)N2CCCN(C(=O)OCc1ccccc1)c1ccccn1)c1ccccc1.